The task is: describe an organic reaction: reactants, conditions, products, and yield. This data is from the Open Reaction Database (ORD), a public repository of structured organic reaction records. The reactants are C(CCC)C1=CC=C(S1)C1C(C1)C(=O)O (2-(5-n-butylthiophen-2-yl)-cyclopropanecarboxylic acid), C(C(=O)Cl)(=O)Cl (oxalyl chloride). Solvent: CCCCCC (hexane). Run at time 2 hour. Product: C(CCC)C1=CC=C(S1)C1C(C1)C(=O)Cl (2-(5-n-butylthiophen-2-yl)-cyclopropanecarbonyl chloride). The yield is 99.9%. Reaction SMILES: [CH2:1]([C:5]1[S:9][C:8]([CH:10]2[CH2:12][CH:11]2[C:13]([OH:15])=O)=[CH:7][CH:6]=1)[CH2:2][CH2:3][CH3:4].C(Cl)(=O)C([Cl:19])=O>CCCCCC>[CH2:1]([C:5]1[S:9][C:8]([CH:10]2[CH2:12][CH:11]2[C:13]([Cl:19])=[O:15])=[CH:7][CH:6]=1)[CH2:2][CH2:3][CH3:4]. Procedure: A mixture of 2-(5-n-butylthiophen-2-yl)-cyclopropanecarboxylic acid (9.0 g, 0.04 mol) and oxalyl chloride (6.35 g, 0.05 mol) in hexane (70 ml) was stirred at room temperature for 2 hours and then warmed at 60° C. for 3 hours. The hexane and excess oxalyl chloride were removed in vacuo to give 2-(5-n-butylthiophen-2-yl)-cyclopropanecarbonyl chloride (9.7 g, 100%) as a pale yellow liquid which was used in the next stage without further purification. The reactants are CO (Methanol), N1C=CC=2C1=CN=CC2 (1H-Pyrrolo[2,3-c]pyridine), [Cl-].[Al+3].[Cl-].[Cl-] (aluminium chloride), ClC1=C(C(=O)Cl)C(=CC=C1)Cl (2,6-dichloro benzoyl chloride). Solvent: ClCCl (dichloromethane). Run at time 1 hour. The product is ClC1=C(C(=CC=C1)Cl)C(=O)C1=CNC2=CN=CC=C21 ((2,6-dichlorophenyl)(1H-pyrrolo[2,3-c]pyridin-3-yl)methanone). The yield is 40.9%. Reaction SMILES: [NH:1]1[C:5]2=[CH:6][N:7]=[CH:8][CH:9]=[C:4]2[CH:3]=[CH:2]1.[Cl-].[Al+3].[Cl-].[Cl-].[Cl:14][C:15]1[CH:23]=[CH:22][CH:21]=[C:20]([Cl:24])[C:16]=1[C:17](Cl)=[O:18].CO>ClCCl>[Cl:14][C:15]1[CH:23]=[CH:22][CH:21]=[C:20]([Cl:24])[C:16]=1[C:17]([C:3]1[C:4]2[C:5](=[CH:6][N:7]=[CH:8][CH:9]=2)[NH:1][CH:2]=1)=[O:18] |f:1.2.3.4|. Reported procedure: 1H-Pyrrolo[2,3-c]pyridine (0.5 g, 4.2 mmol) was added to a stirred suspension of aluminium chloride (2.82 g, 21.1 mmol) in dry dichloromethane (100 mL) and the mixture was stirred at room temperature for 1 hour. This was followed by drop-wise addition of 2,6-dichloro benzoyl chloride (4.42 g, 21.1 mmol). The resulting reaction mixture was stirred at room temperature for 8 hours. Methanol (25 mL) was added cautiously to quench the reaction mass followed by concentration under vacuum. The resultin...